This data is from the Open Reaction Database (ORD), a public repository of structured organic reaction records. The task is: describe an organic reaction: reactants, conditions, products, and yield Reactants: N1CCOCC1 (morpholine), C(C)(=O)O (acetic acid), C(#N)[BH3-].[Na+] (sodium cyanoborohydride), C(C)(=O)C=1C=C2C=C(NC2=CC1)C=1C(NC2=CC=CC=C2C1)=O (3-(5-acetyl-1H-indol-2-yl)-2(1H)-quinolinone), N1CCOCC1 (morpholine), C(C)(=O)O (acetic acid), C(#N)[BH3-].[Na+] (sodium cyanoborohydride). Run in CO (methanol), O1CCOCC1 (dioxane). Reaction conditions: temperature 50 celsius. The product is N1(CCOCC1)C(C)C=1C=C2C=C(NC2=CC1)C=1C(NC2=CC=CC=C2C1)=O (3-{5-[1-(4-morpholinyl)ethyl]-1H-indol-2-yl}-2(1H)-quinolinone). RXN SMILES: [C:1]([C:4]1[CH:5]=[C:6]2[C:10](=[CH:11][CH:12]=1)[NH:9][C:8]([C:13]1[C:14](=[O:23])[NH:15][C:16]3[C:21]([CH:22]=1)=[CH:20][CH:19]=[CH:18][CH:17]=3)=[CH:7]2)(=O)[CH3:2].[NH:24]1[CH2:29][CH2:28][O:27][CH2:26][CH2:25]1.C(O)(=O)C.C([BH3-])#N.[Na+]>CO.O1CCOCC1>[N:24]1([CH:1]([C:4]2[CH:5]=[C:6]3[C:10](=[CH:11][CH:12]=2)[NH:9][C:8]([C:13]2[C:14](=[O:23])[NH:15][C:16]4[C:21]([CH:22]=2)=[CH:20][CH:19]=[CH:18][CH:17]=4)=[CH:7]3)[CH3:2])[CH2:29][CH2:28][O:27][CH2:26][CH2:25]1 |f:3.4|. Procedure details: A mixture of 3-(5-acetyl-1H-indol-2-yl)-2(1H)-quinolinone (8-4, 50.0 mg, 0.165 1 mmol, 1 equiv), morpholine (0.070 mL, 0.83 mmol, 5.0 equiv), acetic acid (0.050 mL, 0.83 mmol, 5.0 equiv), sodium cyanoborohydride (52 mg, 0.83 mmol, 5.0 equiv), and activated powdered 3 angstrom molecular sieves in anhydrous 20% dioxane in methanol (15 mL) was heated at 50° C. for 8 h. Additional morpholine (0.070 mL, 0.83 mmol, 5.0 equiv), acetic acid (0.050 mL, 0.83 mmol, 5.0 equiv), and sodium cyanoborohydride (...